Dataset: the Open Reaction Database (ORD), a public repository of structured organic reaction records. Task: describe an organic reaction: reactants, conditions, products, and yield Reactants: N1=CC=CC=C1 (pyridine), Br.BrCC(=O)C12CCN(CC1)C2 (4-(α-bromoacetyl)-l-azabicyclo[2.2.1] heptane hydrobromide), Br.O=C(C=O)C12CCN(CC1)C2 (2-oxo-2-(1-azabicyclo[2.2.1]hept-4-yl) ethanal hydrobromide), C/C(=N/N)/N.Cl (acetamidrazone hydrochloride). Run in CS(=O)C (dimethylsulphoxide), CO (methanol). Run at time 5 minute. The product is CC=1N=NC=C(N1)C12CCN(CC1)C2 (4-(3-Methyl-1,2,4-triazin-5-yl)-1-azabicyclo[2.2.1]heptane). Yield: 33.1%. Reaction SMILES: Br.Br[CH2:3][C:4]([C:6]12[CH2:12][N:9]([CH2:10][CH2:11]1)[CH2:8][CH2:7]2)=O.Br.O=C(C12CN(CC1)CC2)C=O.[CH3:25]/[C:26](/[NH2:29])=[N:27]/[NH2:28].Cl.N1C=CC=CC=1>CS(C)=O.CO>[CH3:25][C:26]1[N:27]=[N:28][CH:3]=[C:4]([C:6]23[CH2:12][N:9]([CH2:10][CH2:11]2)[CH2:8][CH2:7]3)[N:29]=1 |f:0.1,2.3,4.5|. Reported procedure: A solution of 4-(α-bromoacetyl)-l-azabicyclo[2.2.1] heptane hydrobromide (EP-0366304, Description 19) (3.0 g, 10.0mmol) in dry dimethylsulphoxide (50 ml) was stirred overnight at room temperature. The reaction was concentrated in vacuo ensuring that the water bath temperature did not exceed 60° C. Co-distillation with successive portions of toluene was used to remove residual dimethylsulphoxide. The residue was placed in an oil bath at 120° C. for 5 min. A stream of nitrogen was passed through t... Starting materials: C(C1=CC=CC=C1)OC(=O)NC1=CN=C(N(C1=O)CC(=O)NC(C(C(C(NCC(=O)OC(C)(C)C)=O)(F)F)=O)C(C)C)C1=CC=CC=C1 (2-(5-benzyloxycarbonylamino-6-oxo-2-phenyl-1,6-dihydro-pyrimidin-1-yl)-N-[3,3-difluoro-1-isopropyl-2-oxo-3-[N-(tert-butoxycarbonylmethyl)carbamoyl]propyl]acetamide). The reagents and catalysts are [Pd] (palladium on carbon). The solvent is C(C)O (ethanol), O1CCCC1 (tetrahydrofuran). Conditions: time 2.5 hour. Product: NC1=CN=C(N(C1=O)CC(=O)NC(C(C(C(NCC(=O)OC(C)(C)C)=O)(F)F)=O)C(C)C)C1=CC=CC=C1 (2-(5-Amino-6-oxo-2-phenyl-1,6-dihydropyrimidin-1-yl)-N-[3,3-difluoro-1-isopropyl-2-oxo-3-[N-(tert-butoxycarbonylmethyl)carbamoyl]propyl]acetamide). Isolated yield 80.0%. As a reaction SMILES: C(OC([NH:11][C:12]1[C:17](=[O:18])[N:16]([CH2:19][C:20]([NH:22][CH:23]([CH:40]([CH3:42])[CH3:41])[C:24](=[O:39])[C:25]([F:38])([F:37])[C:26](=[O:36])[NH:27][CH2:28][C:29]([O:31][C:32]([CH3:35])([CH3:34])[CH3:33])=[O:30])=[O:21])[C:15]([C:43]2[CH:48]=[CH:47][CH:46]=[CH:45][CH:44]=2)=[N:14][CH:13]=1)=O)C1C=CC=CC=1>C(O)C.O1CCCC1.[Pd]>[NH2:11][C:12]1[C:17](=[O:18])[N:16]([CH2:19][C:20]([NH:22][CH:23]([CH:40]([CH3:42])[CH3:41])[C:24](=[O:39])[C:25]([F:38])([F:37])[C:26](=[O:36])[NH:27][CH2:28][C:29]([O:31][C:32]([CH3:35])([CH3:34])[CH3:33])=[O:30])=[O:21])[C:15]([C:43]2[CH:44]=[CH:45][CH:46]=[CH:47][CH:48]=2)=[N:14][CH:13]=1. Procedure: To a solution of 2-(5-benzyloxycarbonylamino-6-oxo-2-phenyl-1,6-dihydro-pyrimidin-1-yl)-N-[3,3-difluoro-1-isopropyl-2-oxo-3-[N-(tert-butoxycarbonylmethyl)carbamoyl]propyl]acetamide (0.20 g) in ethanol (1 mL) and tetrahydrofuran (2 mL) was added 10% (v/v) palladium on carbon (0.075 g), and the mixture was shaken under a hydrogen atmosphere (3 bar) for 2.5 hours. The mixture was filtered through diatomaceous earth and evaporated. Chromatography, with chloroform:methanol (96:4) as the eluent, gave ... Reactants: C(C)(=O)N1CC2(CS(C2)(=O)=O)C2=CC=C(C=C12)N1CCOCC1 (1-acetyl-6-(4-morpholinyl)-1,2-dihydrospiro[indole-3,3′-thietane]1′,1′-dioxide), Cl (HCl), C(=O)(O)[O-].[Na+] (NaHCO3). Run in CO (MeOH). Conditions: temperature 60 celsius, time 3 hour. Yields the product N1(CCOCC1)C1=CC=C2C(=C1)NCC21CS(C1)(=O)=O (6-(4-morpholinyl)-1,2-dihydrospiro[indole-3,3′-thietane]1′,1′-dioxide). Reaction SMILES: C([N:4]1[C:17]2[C:12](=[CH:13][CH:14]=[C:15]([N:18]3[CH2:23][CH2:22][O:21][CH2:20][CH2:19]3)[CH:16]=2)[C:6]2([CH2:9][S:8](=[O:11])(=[O:10])[CH2:7]2)[CH2:5]1)(=O)C.Cl.C([O-])(O)=O.[Na+]>CO>[N:18]1([C:15]2[CH:16]=[C:17]3[NH:4][CH2:5][C:6]4([CH2:9][S:8](=[O:10])(=[O:11])[CH2:7]4)[C:12]3=[CH:13][CH:14]=2)[CH2:23][CH2:22][O:21][CH2:20][CH2:19]1 |f:2.3|. Procedure: To a solution of 1-acetyl-6-(4-morpholinyl)-1,2-dihydrospiro[indole-3,3′-thietane]1′,1′-dioxide (0.046 g, 0.137 mmol) in MeOH (1.367 mL) was added 5.0N HCl solution (0.27 mL, 1.37 mmol). The solution was stirred at 60° C. for 3 h and then it was cooled to rt and poured into saturated aqueous NaHCO3 and extracted with DCM. The organic extracts were dried over MgSO4 and evaporated in vacuo to give 6-(4-morpholinyl)-1,2-dihydrospiro[indole-3,3′-thietane]1′,1′-dioxide as a brown solid. Mass Spectrum... Starting materials: C(C)OC(CC1CCC(CC1)C1=CC=C(C=C1)C1=NNC(C=C1)=O)=O ({4-[4-(6-oxo-1,6-dihydro-pyridazin-3-yl)-phenyl]-cyclohexyl}-acetic acid ethyl ester), P(=O)(Cl)(Cl)Cl (phosphorous oxychloride). Run in C1(=CC=CC=C1)C (toluene). Conditions: temperature 100 celsius, time 8 hour. Product: C(C)OC(CC1CCC(CC1)C1=CC=C(C=C1)C=1N=NC(=CC1)Cl)=O ({4-[4-(6-Chloro-pyridazin-3-yl)-phenyl]-cyclohexyl}-acetic acid ethyl ester). Reaction SMILES: [CH2:1]([O:3][C:4](=[O:25])[CH2:5][CH:6]1[CH2:11][CH2:10][CH:9]([C:12]2[CH:17]=[CH:16][C:15]([C:18]3[CH:23]=[CH:22][C:21](=O)[NH:20][N:19]=3)=[CH:14][CH:13]=2)[CH2:8][CH2:7]1)[CH3:2].P(Cl)(Cl)([Cl:28])=O>C1(C)C=CC=CC=1>[CH2:1]([O:3][C:4](=[O:25])[CH2:5][CH:6]1[CH2:11][CH2:10][CH:9]([C:12]2[CH:17]=[CH:16][C:15]([C:18]3[N:19]=[N:20][C:21]([Cl:28])=[CH:22][CH:23]=3)=[CH:14][CH:13]=2)[CH2:8][CH2:7]1)[CH3:2]. Procedure details: A 50 Ml flask was charged with {4-[4-(6-oxo-1,6-dihydro-pyridazin-3-yl)-phenyl]-cyclohexyl}-acetic acid ethyl ester (0.76 g, 2.2 mmol, 1.0 equiv) in 20 Ml toluene followed by phosphorous oxychloride (0.62 Ml, 6.7 mmol, 3.0 equiv). The suspension was heated to 100° C., at which point a homogeneous solution ensued. The reaction was stirred overnight at 100° C., then cooled to room temperature. Removal of volatiles in vacuo afforded the title compound: 1H NMR (400 MHz, CHLOROFORM-d) δ ppm 1.07-1.17... Reactants: C1CCOC1, CC(C)O, O=[N+]([O-])c1cccnc1F, [H-], [Na+]. Product: CC(C)Oc1ncccc1[N+](=O)[O-]. RXN SMILES: [CH2:17]1[O:18][CH2:19][CH2:20][CH2:21]1.[CH:1]([CH3:2])([CH3:3])[OH:4].[F:7][c:8]1[n:9][cH:10][cH:11][cH:12][c:13]1[N+:14](=[O:15])[O-:16].[H-:5].[Na+:6]>>[CH:1]([CH3:2])([CH3:3])[O:4][c:8]1[n:9][cH:10][cH:11][cH:12][c:13]1[N+:14](=[O:15])[O-:16].